The task is: describe an organic reaction: reactants, conditions, products, and yield. This data is from the Open Reaction Database (ORD), a public repository of structured organic reaction records. The product is CC(=O)c1ccn2c(C)c(C)nc2c1N. Reaction SMILES: [C:1]([CH3:2])(=[O:3])[c:4]1[c:5]([NH:15][C:16](=[O:17])[C:18]([CH3:19])([CH3:20])[CH3:21])[c:6]2[n:7]([cH:8][cH:9]1)[c:10]([CH3:14])[c:11]([CH3:13])[n:12]2.[CH2:32]([Cl:33])[Cl:34].[CH3:30][OH:31].[Na+:29].[OH-:28].[OH2:27].[S:22](=[O:23])(=[O:24])([OH:25])[OH:26]>>[C:1]([CH3:2])(=[O:3])[c:4]1[c:5]([NH2:15])[c:6]2[n:7]([cH:8][cH:9]1)[c:10]([CH3:14])[c:11]([CH3:13])[n:12]2. Starting materials: CC(=O)c1ccn2c(C)c(C)nc2c1NC(=O)C(C)(C)C, ClCCl, CO, [Na+], [OH-], O, O=S(=O)(O)O.